From a dataset of the Open Reaction Database (ORD), a public repository of structured organic reaction records. describe an organic reaction: reactants, conditions, products, and yield The reactants are ClCCl, CC(=O)[O-], CC#N, Cc1nc(-c2nc3c(s2)CCOc2cc(B4OC(C)(C)C(C)(C)O4)ccc2-3)n(C(C)C)n1, [Cl-], [K+], [NH4+], O, NS(=O)(=O)c1ccccc1, c1ccc(P(c2ccccc2)(c2ccccc2)[Pd](P(c2ccccc2)(c2ccccc2)c2ccccc2)(P(c2ccccc2)(c2ccccc2)c2ccccc2)P(c2ccccc2)(c2ccccc2)c2ccccc2)cc1. Yields the product Cc1nc(-c2nc3c(s2)CCOc2cc(-c4ccccc4S(N)(=O)=O)ccc2-3)n(C(C)C)n1. RXN SMILES: [CH2:131]([Cl:132])[Cl:133].[CH3:12][C:13](=[O:14])[O-:15].[CH3:50][C:51]#[N:52].[CH:16]([CH3:17])([CH3:18])[n:19]1[n:20][c:21]([CH3:47])[n:22][c:23]1-[c:24]1[s:25][c:26]2[c:32]([n:33]1)-[c:31]1[c:30]([cH:37][c:36]([B:38]3[O:39][C:40]([CH3:41])([CH3:42])[C:43]([CH3:44])([CH3:45])[O:46]3)[cH:35][cH:34]1)[O:29][CH2:28][CH2:27]2.[Cl-:48].[K+:11].[NH4+:49].[OH2:53].[c:1]1([S:7](=[O:8])(=[O:9])[NH2:10])[cH:2][cH:3][cH:4][cH:5][cH:6]1.[cH:54]1[cH:55][cH:56][c:57]([P:58]([Pd:59]([P:60]([c:61]2[cH:62][cH:63][cH:64][cH:65][cH:66]2)([c:67]2[cH:68][cH:69][cH:70][cH:71][cH:72]2)[c:73]2[cH:74][cH:75][cH:76][cH:77][cH:78]2)([P:79]([c:80]2[cH:81][cH:82][cH:83][cH:84][cH:85]2)([c:86]2[cH:87][cH:88][cH:89][cH:90][cH:91]2)[c:92]2[cH:93][cH:94][cH:95][cH:96][cH:97]2)[P:98]([c:99]2[cH:100][cH:101][cH:102][cH:103][cH:104]2)([c:105]2[cH:106][cH:107][cH:108][cH:109][cH:110]2)[c:111]2[cH:112][cH:113][cH:114][cH:115][cH:116]2)([c:117]2[cH:118][cH:119][cH:120][cH:121][cH:122]2)[c:123]2[cH:124][cH:125][cH:126][cH:127][cH:128]2)[cH:129][cH:130]1>>[c:1]1([S:7](=[O:8])(=[O:9])[NH2:10])[c:2](-[c:36]2[cH:35][cH:34][c:31]3[c:30]([cH:37]2)[O:29][CH2:28][CH2:27][c:26]2[s:25][c:24](-[c:23]4[n:19]([CH:16]([CH3:17])[CH3:18])[n:20][c:21]([CH3:47])[n:22]4)[n:33][c:32]2-3)[cH:3][cH:4][cH:5][cH:6]1. Starting materials: CC(C)(NC(=O)OCc1ccccc1)C(=O)O, CN(C)c1ccccn1, CC1(C)CCC(C)(C)C1O, ClCCl. Product: CC(C)(NC(=O)OCc1ccccc1)C(=O)OC1C(C)(C)CCC1(C)C. As a reaction SMILES: [C:1](=[O:2])([O:3][CH2:4][c:5]1[cH:6][cH:7][cH:8][cH:9][cH:10]1)[NH:11][C:12]([C:13](=[O:14])[OH:15])([CH3:16])[CH3:17].[CH3:18][N:19]([c:20]1[cH:21][cH:22][cH:23][cH:24][n:25]1)[CH3:26].[CH3:27][C:28]1([CH3:36])[CH:29]([OH:35])[C:30]([CH3:33])([CH3:34])[CH2:31][CH2:32]1.[Cl:37][CH2:38][Cl:39]>>[C:1](=[O:2])([O:3][CH2:4][c:5]1[cH:6][cH:7][cH:8][cH:9][cH:10]1)[NH:11][C:12]([C:13]([O:14][CH:29]1[C:28]([CH3:27])([CH3:36])[CH2:32][CH2:31][C:30]1([CH3:33])[CH3:34])=[O:15])([CH3:16])[CH3:17]. Reactants: C1COCCN1, Cc1ccccc1, CC1(C)CC2(CC(C)(C)N1c1nc(Cl)nc(Cl)n1)OCCO2, [Na+], [OH-], O. The product is CC1(C)CC2(CC(C)(C)N1c1nc(Cl)nc(N3CCOCC3)n1)OCCO2. Reaction SMILES: [CH2:1]1[CH2:2][O:3][CH2:4][CH2:5][NH:6]1.[CH3:32][c:33]1[cH:34][cH:35][cH:36][cH:37][cH:38]1.[Cl:9][c:10]1[n:11][c:12]([N:17]2[C:18]([CH3:29])([CH3:30])[CH2:19][C:20]3([CH2:21][C:22]2([CH3:23])[CH3:24])[O:25][CH2:26][CH2:27][O:28]3)[n:13][c:14]([Cl:16])[n:15]1.[Na+:8].[OH-:7].[OH2:31]>>[CH2:1]1[CH2:2][O:3][CH2:4][CH2:5][N:6]1[c:14]1[n:13][c:12]([N:17]2[C:18]([CH3:29])([CH3:30])[CH2:19][C:20]3([CH2:21][C:22]2([CH3:23])[CH3:24])[O:25][CH2:26][CH2:27][O:28]3)[n:11][c:10]([Cl:9])[n:15]1. Reactants: CN(C)CC1=CC=2CN(CCC2O1)C(CCCC1=CC=CC=C1)=O (1-(2-Dimethylaminomethyl-6,7-dihydro-4H-furo[3,2-c]pyridin-5-yl)-4-phenylbutan-1-one), Cl (hydrogen chloride). Run in CO (methanol), C(C)(=O)OCC (ethyl acetate). Product: Cl.CN(C)CC1=CC=2CN(CCC2O1)C(CCCC1=CC=CC=C1)=O (1-(2-dimethylaminomethyl-6,7-dihydro-4H-furo[3,2-c]pyridin-5-yl)-4-phenylbutan-1-one hydrochloride). As a reaction SMILES: [CH3:1][N:2]([CH2:4][C:5]1[O:13][C:12]2[CH2:11][CH2:10][N:9]([C:14](=[O:24])[CH2:15][CH2:16][CH2:17][C:18]3[CH:23]=[CH:22][CH:21]=[CH:20][CH:19]=3)[CH2:8][C:7]=2[CH:6]=1)[CH3:3].[ClH:25]>CO.C(OCC)(=O)C>[ClH:25].[CH3:1][N:2]([CH2:4][C:5]1[O:13][C:12]2[CH2:11][CH2:10][N:9]([C:14](=[O:24])[CH2:15][CH2:16][CH2:17][C:18]3[CH:23]=[CH:22][CH:21]=[CH:20][CH:19]=3)[CH2:8][C:7]=2[CH:6]=1)[CH3:3] |f:4.5|. Reported procedure: 1-(2-Dimethylaminomethyl-6,7-dihydro-4H-furo[3,2-c]pyridin-5-yl)-4-phenylbutan-1-one 0.122 g was dissolved in 2 ml of methanol; hydrogen chloride in ethyl acetate was added in excess, followed by stirring. After this mixture was concentrated, diethyl ether was added; the resulting solid was filtered and washed with diethyl ether to yield the desired product. Reactants: BrBr, Br, CC(=O)O, CCNC(=O)Nc1nc2c(s1)C(=O)CCC2. Yields the product CCNC(=O)Nc1nc2c(s1)C(=O)C(Br)CC2. As a reaction SMILES: [Br:18][Br:19].[BrH:17].[C:20]([OH:21])(=[O:22])[CH3:23].[O:1]=[C:2]1[CH2:3][CH2:4][CH2:5][c:6]2[n:7][c:8]([NH:11][C:12](=[O:13])[NH:14][CH2:15][CH3:16])[s:9][c:10]21>>[O:1]=[C:2]1[CH:3]([Br:17])[CH2:4][CH2:5][c:6]2[n:7][c:8]([NH:11][C:12](=[O:13])[NH:14][CH2:15][CH3:16])[s:9][c:10]21. The reactants are N1=C(C=CC=C1)C1CNCC2(CCN(CC2)C(=O)OC(C)(C)C)O1 (tert-butyl 10-(2-pyridyl)-11-oxa-3,8-diazaspiro[5.5]undecane-3-carboxylate), C(O)([O-])=O.[Na+] (sodium hydrogen carbonate), FC(S(=O)(=O)OCC(F)F)(F)F (2,2-difluoroethyl trifluoromethanesulfonate). Solvent: C(Cl)Cl (DCM), C(C)O (ethanol). Reaction conditions: temperature 80 celsius. Product: FC(CN1CC2(CCN(CC2)C(=O)OC(C)(C)C)OC(C1)C1=NC=CC=C1)F (tert-butyl 8-(2,2-difluoroethyl)-10-(2-pyridyl)-11-oxa-3,8-diazaspiro[5.5]undecane-3-carboxylate). As a reaction SMILES: [N:1]1[CH:6]=[CH:5][CH:4]=[CH:3][C:2]=1[CH:7]1[O:24][C:11]2([CH2:16][CH2:15][N:14]([C:17]([O:19][C:20]([CH3:23])([CH3:22])[CH3:21])=[O:18])[CH2:13][CH2:12]2)[CH2:10][NH:9][CH2:8]1.C(=O)([O-])O.[Na+].FC(F)(F)S(O[CH2:36][CH:37]([F:39])[F:38])(=O)=O>C(O)C.C(Cl)Cl>[F:38][CH:37]([F:39])[CH2:36][N:9]1[CH2:8][CH:7]([C:2]2[CH:3]=[CH:4][CH:5]=[CH:6][N:1]=2)[O:24][C:11]2([CH2:16][CH2:15][N:14]([C:17]([O:19][C:20]([CH3:21])([CH3:23])[CH3:22])=[O:18])[CH2:13][CH2:12]2)[CH2:10]1 |f:1.2|. Procedure: To tert-butyl 10-(2-pyridyl)-11-oxa-3,8-diazaspiro[5.5]undecane-3-carboxylate (63 mg, 0.19 mmol) in ethanol was added sodium hydrogen carbonate (64 mg, 0.76 mmol) followed by the addition of 2,2-difluoroethyl trifluoromethanesulfonate (49 mg, 0.23 mmol) and reaction mixture was heated at 80° C. for 40 minutes. The reaction mixture was cooled to room temperature and diluted with DCM and the organic layer was washed with 1:1 NaOH:NaHCO3 solution. The organics were separated, dried over Na2SO4, fil... Starting materials: C1(=CC=CC=C1)S(=O)(=O)C=1C(=NN2C1N=C(C=C2O)C(C)(C)C)SC (3-benzenesulphonyl-5-tert-butyl-2-methylsulphanyl-pyrazolo[1,5-a]pyrimidin-7-ol), O=P(Cl)(Cl)Cl (POCl3). Product: C1(=CC=CC=C1)S(=O)(=O)C=1C(=NN2C1N=C(C=C2Cl)C(C)(C)C)SC (3-benzenesulphonyl-5-tert-butyl-7-chloro-2-methylsulphanyl-pyrazolo[1,5-a]pyrimidine). As a reaction SMILES: [C:1]1([S:7]([C:10]2[C:11]([S:24][CH3:25])=[N:12][N:13]3[C:18](O)=[CH:17][C:16]([C:20]([CH3:23])([CH3:22])[CH3:21])=[N:15][C:14]=23)(=[O:9])=[O:8])[CH:6]=[CH:5][CH:4]=[CH:3][CH:2]=1.O=P(Cl)(Cl)[Cl:28]>>[C:1]1([S:7]([C:10]2[C:11]([S:24][CH3:25])=[N:12][N:13]3[C:18]([Cl:28])=[CH:17][C:16]([C:20]([CH3:23])([CH3:22])[CH3:21])=[N:15][C:14]=23)(=[O:9])=[O:8])[CH:6]=[CH:5][CH:4]=[CH:3][CH:2]=1. Procedure: A suspension of 1.34 g (3.5 mmol) of 3-benzenesulphonyl-5-tert-butyl-2-methylsulphanyl-pyrazolo[1,5-a]pyrimidin-7-ol in 20 ml of POCl3 was heated at reflux for 30 min. The reaction solution was cooled to RT and evaporated. The residue was treated with 100 ml of ice-water and the pH value of the solution was adjusted to 8 with sat. NaHCO3 solution. The aqueous phase was extracted three times with CH2Cl2, and the organic phases were dried (MgSO4), filtered and evaporated. Chromatography (silica ge...